Dataset: the Open Reaction Database (ORD), a public repository of structured organic reaction records. Task: describe an organic reaction: reactants, conditions, products, and yield Reactants: CC(CC(=O)NC=1C(=C(C2=C(C(CO2)C2=CC=C(C=C2)C(C)C)C1C)B(O)O)C)(C)C ((5-((3,3-dimethylbutanoyl)amino)-3-(4-isopropylphenyl)-4,6-dimethyl-2,3-dihydro-1-benzofuran-7-yl)boronic acid), BrC=1SC=C(N1)C (2-bromo-4-methyl-1,3-thiazole). Run in CCCCCC.C(C)(=O)OCC (hexane ethyl acetate). The product is C(C)(C)C1=CC=C(C=C1)C1COC2=C1C(=C(C(=C2C=2SC=C(N2)C)C)NC(CC(C)(C)C)=O)C (N-(3-(4-Isopropylphenyl)-4,6-dimethyl-7-(4-methyl-1,3-thiazol-2-yl)-2,3-dihydro-1-benzofuran-5-yl)-3,3-dimethylbutanamide). Isolated yield 62.0%. RXN SMILES: [CH3:1][C:2]([CH3:31])([CH3:30])[CH2:3][C:4]([NH:6][C:7]1[C:8]([CH3:29])=[C:9](B(O)O)[C:10]2[O:14][CH2:13][CH:12]([C:15]3[CH:20]=[CH:19][C:18]([CH:21]([CH3:23])[CH3:22])=[CH:17][CH:16]=3)[C:11]=2[C:24]=1[CH3:25])=[O:5].Br[C:33]1[S:34][CH:35]=[C:36]([CH3:38])[N:37]=1>CCCCCC.C(OCC)(=O)C>[CH:21]([C:18]1[CH:19]=[CH:20][C:15]([CH:12]2[C:11]3[C:24]([CH3:25])=[C:7]([NH:6][C:4](=[O:5])[CH2:3][C:2]([CH3:31])([CH3:30])[CH3:1])[C:8]([CH3:29])=[C:9]([C:33]4[S:34][CH:35]=[C:36]([CH3:38])[N:37]=4)[C:10]=3[O:14][CH2:13]2)=[CH:16][CH:17]=1)([CH3:23])[CH3:22] |f:2.3|. Procedure details: Using (5-((3,3-dimethylbutanoyl)amino)-3-(4-isopropylphenyl)-4,6-dimethyl-2,3-dihydro-1-benzofuran-7-yl)boronic acid obtained in Example 116 and 2-bromo-4-methyl-1,3-thiazole, the title compound was synthesized in the same manner as in Example 107. Yield: 62%. Melting point: 240-241° C. (hexane-ethyl acetate).